From a dataset of the Open Reaction Database (ORD), a public repository of structured organic reaction records. describe an organic reaction: reactants, conditions, products, and yield Reaction SMILES: [CH3:1][C:2]1[O:7][C:6](=[O:8])[CH:5]=[C:4]([S:9][CH2:10][C:11]2[CH2:12][S:13][C@@H:14]3[C@H:34]([NH:35]C(=O)CC4C=CC=CC=4)[C:33](=[O:45])[N:15]3[C:16]=2[C:17]([O:19][CH:20]([C:27]2[CH:32]=[CH:31][CH:30]=[CH:29][CH:28]=2)[C:21]2[CH:26]=[CH:25][CH:24]=[CH:23][CH:22]=2)=[O:18])[CH:3]=1.CN1CCOCC1.P(Cl)(Cl)(Cl)(Cl)Cl.CO>ClCCl.O>[NH2:35][C@@H:34]1[C:33](=[O:45])[N:15]2[C:16]([C:17]([O:19][CH:20]([C:27]3[CH:32]=[CH:31][CH:30]=[CH:29][CH:28]=3)[C:21]3[CH:22]=[CH:23][CH:24]=[CH:25][CH:26]=3)=[O:18])=[C:11]([CH2:10][S:9][C:4]3[CH:3]=[C:2]([CH3:1])[O:7][C:6](=[O:8])[CH:5]=3)[CH2:12][S:13][C@H:14]12. Starting materials: CO (methanol), CC1=CC(=CC(O1)=O)SCC=1CS[C@H]2N(C1C(=O)OC(C1=CC=CC=C1)C1=CC=CC=C1)C([C@H]2NC(CC2=CC=CC=C2)=O)=O (diphenylmethyl 3-(6-methyl-2-oxo-2H-pyran-4-ylthiomethyl)-7β-phenylacetamidoceph-3-em-4-carboxylate), CN1CCOCC1 (N-methylmorpholine), P(Cl)(Cl)(Cl)(Cl)Cl (phosphorus pentachloride), solution. The yield is 95.0%. Reaction conditions: time 0.5 hour. Solvent: O (Water), ClCCl (dichloromethane), ClCCl (dichloromethane). Yields the product N[C@H]1[C@@H]2N(C(=C(CS2)CSC2=CC(OC(=C2)C)=O)C(=O)OC(C2=CC=CC=C2)C2=CC=CC=C2)C1=O (Diphenylmethyl 7β-Amino-3-(6-methyl-2-oxo-2H-pyran-4-ylthiomethyl)ceph-3-em- 4-carboxylate). Reported procedure: A stirred solution of diphenylmethyl 3-(6-methyl-2-oxo-2H-pyran-4-ylthiomethyl)-7β-phenylacetamidoceph-3-em-4-carboxylate (1.55 g) in dichloromethane (20 ml) was cooled to -15° to -20° C. and N-methylmorpholine (0.54 ml) was added followed by a solution of phosphorus pentachloride in dichloromethane (19 ml of a solution containing 40 mg ml-1). The mixture was maintained at the same temperature for 0.5 h and then methanol (4.9 ml) was added and the mixture stirred at room temperature for 0.5 h. W... Starting materials: O (water), 3.0, C=1N=CN2C1[C@H]1N(C(C3=C2C=CS3)=O)CCC1 ((S)-10,11,12,12a-tetrahydro-8H-imidazo[5,1-c]pyrrolo[1,2-a]thieno[3,2-e][1,4]diazepin-8-one), ClN1C(CCC1=O)=O (N-chlorosuccinimide). The solvent is CN(C=O)C (dimethylformamide). The product is ClC=1N=CN2C1[C@H]1N(C(C3=C2C=CS3)=O)CCC1 ((S)-1-chloro-10,11,12,12a-tetrahydro-8H-imidazo[5,1-c]pyrrolo[1,2-a]thieno[3,2-e][1,4]diazepin-8 one). Reaction SMILES: [CH:1]1[N:2]=[CH:3][N:4]2[C:10]3[CH:11]=[CH:12][S:13][C:9]=3[C:8](=[O:14])[N:7]3[CH2:15][CH2:16][CH2:17][C@H:6]3[C:5]=12.[Cl:18]N1C(=O)CCC1=O.O>CN(C)C=O>[Cl:18][C:1]1[N:2]=[CH:3][N:4]2[C:10]3[CH:11]=[CH:12][S:13][C:9]=3[C:8](=[O:14])[N:7]3[CH2:15][CH2:16][CH2:17][C@H:6]3[C:5]=12. Reported procedure: 3.0 (12.2 mmol) of (S)-10,11,12,12a-tetrahydro-8H-imidazo[5,1-c]pyrrolo[1,2-a]thieno[3,2-e][1,4]diazepin-8-one in 20 ml of dimethylformamide are stirred at 65° for 40 minutes with 1.63 g (12.2 mmol) of N-chlorosuccinimide. The solution is poured into water and extracted with chloroform. The organic phase is washed several times with water, dried over magnesium sulphate and evaporated. By column chromatography on silica gel there is obtained (S)-1-chloro-10,11,12,12a-tetrahydro-8H-imidazo[5,1-c]p... Starting materials: CC1=CC(=C2C(=N1)N(C(=N2)CC)CC2=CC(=C(C=C2)O)CCC)C (5,7-dimethyl-2-ethyl-3-[4-hydroxy-3-propylphenylmethyl]-3H-imidazo[4,5-b]pyridine), oil, [H-].[Na+] (sodium hydride), [H][H] (hydrogen), BrC1=C(C=CC=C1)CC(=O)OC (methyl 2-bromophenylacetate). The solvent is CN(C)C=O (DMF), CN(C)C=O (DMF). The product is CC1=CC(=C2C(=N1)N(C(=N2)CC)CC2=CC(=C(C=C2)OC(C2=CC=CC=C2)C(=O)OC)CCC)C (5,7-dimethyl-2-ethyl-3-[4-(1-carbomethoxy-1-phenylmethoxy)-3-propylphenylmethyl]-3H-imidazo-[4,5-b]pyridine). Isolated yield 65.8%. Reaction SMILES: [CH3:1][C:2]1[N:7]=[C:6]2[N:8]([CH2:13][C:14]3[CH:19]=[CH:18][C:17]([OH:20])=[C:16]([CH2:21][CH2:22][CH3:23])[CH:15]=3)[C:9]([CH2:11][CH3:12])=[N:10][C:5]2=[C:4]([CH3:24])[CH:3]=1.[H-].[Na+].[H][H].Br[C:30]1[CH:35]=[CH:34][CH:33]=[CH:32][C:31]=1[CH2:36][C:37]([O:39][CH3:40])=[O:38]>CN(C=O)C>[CH3:1][C:2]1[N:7]=[C:6]2[N:8]([CH2:13][C:14]3[CH:19]=[CH:18][C:17]([O:20][CH:36]([C:37]([O:39][CH3:40])=[O:38])[C:31]4[CH:32]=[CH:33][CH:34]=[CH:35][CH:30]=4)=[C:16]([CH2:21][CH2:22][CH3:23])[CH:15]=3)[C:9]([CH2:11][CH3:12])=[N:10][C:5]2=[C:4]([CH3:24])[CH:3]=1 |f:1.2|. Procedure details: To a solution of 0.062 g (0.19 mmol) of the product of Step A in 1.5 mL of anhydrous DMF was added 8.4 mg of a 60% oil dispersion of sodium hydride and the reaction mixture was stirred under a nitrogen atmosphere. After the reaction mixture had stirred 30 minutes at room temperature, hydrogen evolution had ceased, and a solution of 0.048 g of methyl 2-bromophenylacetate in 0.5 mL of dry DMF was added via syringe. The reaction mixture was stirred an additional 1.5 hours and then partitioned betwe... Reactants: NCCCl, Cl, [K+], CCCOCC(=NO)c1ccc([N+](=O)[O-])cc1, CN(C)C=O, [OH-]. Product: Cl, CCCOCC(=NOCCN)c1ccc([N+](=O)[O-])cc1. RXN SMILES: [Cl:19][CH2:20][CH2:21][NH2:22].[ClH:18].[K+:24].[N+:1](=[O:2])([O-:3])[c:4]1[cH:5][cH:6][c:7]([C:10]([CH2:11][O:12][CH2:13][CH2:14][CH3:15])=[N:16][OH:17])[cH:8][cH:9]1.[O:25]=[CH:26][N:27]([CH3:28])[CH3:29].[OH-:23]>>[ClH:19].[N+:1](=[O:2])([O-:3])[c:4]1[cH:5][cH:6][c:7]([C:10]([CH2:11][O:12][CH2:13][CH2:14][CH3:15])=[N:16][O:17][CH2:20][CH2:21][NH2:22])[cH:8][cH:9]1. Starting materials: N1(CCOCC1)CCN1C(CCC1)C1=CC(=CC=C1)OC (1-[2-(4-Morpholinyl)ethyl]-2-(3-methoxyphenyl)pyrrolidine), C([O-])(O)=O.[Na+] (sodium bicarbonate). Run in Br (hydrobromic acid), ClCCl (dichloromethane). Yields the product N1(CCOCC1)CCN1C(CCC1)C=1C=C(C=CC1)O (3-{1-[2-(4-morpholinyl)ethyl]-2-pyrrolidinyl}phenol). Isolated yield 58.4%. As a reaction SMILES: [N:1]1([CH2:7][CH2:8][N:9]2[CH2:13][CH2:12][CH2:11][CH:10]2[C:14]2[CH:19]=[CH:18][CH:17]=[C:16]([O:20]C)[CH:15]=2)[CH2:6][CH2:5][O:4][CH2:3][CH2:2]1.C(=O)(O)[O-].[Na+]>Br.ClCCl>[N:1]1([CH2:7][CH2:8][N:9]2[CH2:13][CH2:12][CH2:11][CH:10]2[C:14]2[CH:15]=[C:16]([OH:20])[CH:17]=[CH:18][CH:19]=2)[CH2:6][CH2:5][O:4][CH2:3][CH2:2]1 |f:1.2|. Procedure details: 1-[2-(4-Morpholinyl)ethyl]-2-(3-methoxyphenyl)pyrrolidine (3.6 g) in 48% hydrobromic acid (50 ml) was heated at 100° C. for 8.5 hrs. The reaction mixture was cooled to ambient temperature, neutralized with saturated sodium bicarbonate solution and diluted with dichloromethane. The layers were separated and the aqueous phase was extracted with dichloromethane (3 times). The combined organic extracts were washed with brine, dried over anhydrous sodium sulfate, filtered, and the filtrate was concen... The reactants are CC#N, Clc1ccc(-c2c(Cl)nnc(Cl)c2-c2ccncc2)cc1, ClCCl, O. Yields the product Oc1nnc(Cl)c(-c2ccc(Cl)cc2)c1-c1ccncc1. RXN SMILES: [CH3:22][C:23]#[N:24].[Cl:1][c:2]1[n:3][n:4][c:5]([Cl:21])[c:6](-[c:15]2[cH:16][cH:17][n:18][cH:19][cH:20]2)[c:7]1-[c:8]1[cH:9][cH:10][c:11]([Cl:14])[cH:12][cH:13]1.[Cl:26][CH2:27][Cl:28].[OH2:25]>>[Cl:1][c:2]1[n:3][n:4][c:5]([OH:25])[c:6](-[c:15]2[cH:16][cH:17][n:18][cH:19][cH:20]2)[c:7]1-[c:8]1[cH:9][cH:10][c:11]([Cl:14])[cH:12][cH:13]1. Reactants: C1(CC1)COC=1C(=NC(=NC1)S(=O)(=O)C)C1=CN(C(C=2CCCCC12)=O)C (4-[5-(cyclopropylmethoxy)-2-methylsulfonylpyrimidin-4-yl]-2-methyl-5,6,7,8-tetrahydroisoquinolin-1-one), C(C)S(=O)(=O)N (EtSO2NH2). The product is C1(CC1)COC=1C(=NC(=NC1)NS(=O)(=O)CC)C1=CN(C(C=2CCCCC12)=O)C (N-[5-(cyclopropylmethoxy)-4-(2-methyl-1-oxo-5,6,7,8-tetrahydroisoquinolin-4-yl)pyrimidin-2-yl]ethanesulfonamide). RXN SMILES: [CH:1]1([CH2:4][O:5][C:6]2[C:7]([C:16]3[C:25]4[CH2:24][CH2:23][CH2:22][CH2:21][C:20]=4[C:19](=[O:26])[N:18]([CH3:27])[CH:17]=3)=[N:8][C:9](S(C)(=O)=O)=[N:10][CH:11]=2)[CH2:3][CH2:2]1.[CH2:28]([S:30]([NH2:33])(=[O:32])=[O:31])[CH3:29]>>[CH:1]1([CH2:4][O:5][C:6]2[C:7]([C:16]3[C:25]4[CH2:24][CH2:23][CH2:22][CH2:21][C:20]=4[C:19](=[O:26])[N:18]([CH3:27])[CH:17]=3)=[N:8][C:9]([NH:33][S:30]([CH2:28][CH3:29])(=[O:32])=[O:31])=[N:10][CH:11]=2)[CH2:3][CH2:2]1. Procedure details: The title compound of Example 163, step 4 was treated with treated with EtSO2NH2 instead of MeSO2NH2 in a manner similar to Example 152, step 6 to give the title compound. 1H NMR (DMSO-d6, 400 MHz): δ 8.32 (s, 1H), 7.64 (s, 1H), 3.83 (d, J=6.8 Hz, 2H), 3.44 (s, 3H), 3.30-3.20 (m, 2H), 2.47-2.41 (m, 4H), 1.67-1.57 (m, 4H), 1.19-1.13 (m, 4H), 0.51-0.49 (m, 2H), 0.24-0.22 (m, 2H). LCMS: 419.1 (M+H)+